From a dataset of the Open Reaction Database (ORD), a public repository of structured organic reaction records. describe an organic reaction: reactants, conditions, products, and yield Reactants: C(C)(C)(C)OC(=O)N[C@H]1CN(CCC1)[C@H](C(=O)OC)C1=C(C=CC=C1F)F ((S)-Methyl 2-((R)-3-(tert-butoxycarbonylamino)piperidin-1-yl)-2-(2,6-difluorophenyl)acetate), Cl (HCl). Solvent: CO (MeOH). Product: Cl (HCl), N[C@H]1CN(CCC1)[C@H](C(=O)OC)C1=C(C=CC=C1F)F ((5)-methyl 2-((R)-3-aminopiperidin-1-yl)-2-(2,6-difluorophenyl)acetate). As a reaction SMILES: C(OC([NH:8][C@@H:9]1[CH2:14][CH2:13][CH2:12][N:11]([C@@H:15]([C:20]2[C:25]([F:26])=[CH:24][CH:23]=[CH:22][C:21]=2[F:27])[C:16]([O:18][CH3:19])=[O:17])[CH2:10]1)=O)(C)(C)C.[ClH:28]>CO>[ClH:28].[NH2:8][C@@H:9]1[CH2:14][CH2:13][CH2:12][N:11]([C@@H:15]([C:20]2[C:25]([F:26])=[CH:24][CH:23]=[CH:22][C:21]=2[F:27])[C:16]([O:18][CH3:19])=[O:17])[CH2:10]1. Procedure: (S)-Methyl 2-((R)-3-(tert-butoxycarbonylamino)piperidin-1-yl)-2-(2,6-difluorophenyl)acetate (185 mg, 0.481 mmol) was stirred in 3 M HCl in MeOH (5 mL) at room temperature for 24 hours and at 50° C. for 5 hours. The solvent was removed in vacuo to give the bis HCl salt of (5)-methyl 2-((R)-3-aminopiperidin-1-yl)-2-(2,6-difluorophenyl)acetate as a beige solid. Starting materials: N=1C=C(N2C1C=CC=C2)C(=O)O (Imidazo[1,2-a]pyridine-3-carboxylic acid), S(=O)(Cl)Cl (thionyl chloride), CC1=NN(C=2C=CC=C(C12)N)CC1=NC(=CC=C1)C (3-Methyl-1-((6-methylpyridin-2-yl)methyl)-1H-indazol-4-amine). Conditions: time 1 hour. Yields the product CC1=NN(C2=CC=CC(=C12)NC(=O)C1=CN=C2N1C=CC=C2)CC2=NC(=CC=C2)C (N-(3-methyl-1-((6-methylpyridin-2-yl)methyl)-1H-indazol-4-yl)imidazo[1,2-a]pyridine-3-carboxamide). Yield: 31.9%. As a reaction SMILES: [N:1]1[CH:2]=[C:3]([C:10]([OH:12])=O)[N:4]2[CH:9]=[CH:8][CH:7]=[CH:6][C:5]=12.S(Cl)(Cl)=O.[CH3:17][C:18]1[C:26]2[C:25]([NH2:27])=[CH:24][CH:23]=[CH:22][C:21]=2[N:20]([CH2:28][C:29]2[CH:34]=[CH:33][CH:32]=[C:31]([CH3:35])[N:30]=2)[N:19]=1>>[CH3:17][C:18]1[C:26]2[C:21](=[CH:22][CH:23]=[CH:24][C:25]=2[NH:27][C:10]([C:3]2[N:4]3[CH:9]=[CH:8][CH:7]=[CH:6][C:5]3=[N:1][CH:2]=2)=[O:12])[N:20]([CH2:28][C:29]2[CH:34]=[CH:33][CH:32]=[C:31]([CH3:35])[N:30]=2)[N:19]=1. Procedure: Imidazo[1,2-a]pyridine-3-carboxylic acid (62 mg, 0.38 mmol) was dissolved neat in thionyl chloride (112 mL, 1.5 mmol). The reaction mixture was stirred at ambient temperature for 1 hour before concentrating and drying under high vacuum for 16 hours. The resulting solid was dissolved in tetrahydrofuran (2 mL). 3-Methyl-1-((6-methylpyridin-2-yl)methyl)-1H-indazol-4-amine (97 mg, 0.38 mmol) was added and the reaction was stirred at 70° C. in a sand bath for 6 hours. The mixture was concentrated and... Reactants: ClC1=C(C(=NC(=N1)C)NC1=C(C=C(C=C1C)C)C)C ((6-chloro-2,5-dimethylpyrimidin-4-yl)-(2,4,6-trimethylphenyl)-amine), [H-].[Na+] (sodium hydride), CI (methyl iodide). Solvent: C1CCOC1 (THF). Reaction conditions: time 2 minute. Product: ClC1=C(C(=NC(=N1)C)N(C1=C(C=C(C=C1C)C)C)C)C ((6-Chloro-2,5-dimethylpyrimidin-4-yl)-methyl-(2,4,6-trimethylphenyl)-amine). As a reaction SMILES: [Cl:1][C:2]1[N:7]=[C:6]([CH3:8])[N:5]=[C:4]([NH:9][C:10]2[C:15]([CH3:16])=[CH:14][C:13]([CH3:17])=[CH:12][C:11]=2[CH3:18])[C:3]=1[CH3:19].[H-].[Na+].[CH3:22]I>C1COCC1>[Cl:1][C:2]1[N:7]=[C:6]([CH3:8])[N:5]=[C:4]([N:9]([CH3:22])[C:10]2[C:11]([CH3:18])=[CH:12][C:13]([CH3:17])=[CH:14][C:15]=2[CH3:16])[C:3]=1[CH3:19] |f:1.2|. Reported procedure: A solution of (6-chloro-2,5-dimethylpyrimidin-4-yl)-(2,4,6-trimethylphenyl)-amine (276 mg, 1 mmol) in dry THF (2 ml) was treated with sodium hydride (60% in oil, 60 mg, 1.5 mmol) at room temperature. After stirring for 2 minutes, an excess of methyl iodide (0.5 ml) was added and the resulting mixture was stirred at room temperature for 20 minutes. The mixture was quenched with saturated ammonium chloride and extracted with ethyl acetate. The organic layer was separated, dried and concentrated to... Starting materials: Br, COc1cccc(CCC(O)CO)c1OCc1ccccc1, CCO, CO, [Na+], [OH-], O. Yields the product COc1cccc2c1OC(CO)CC2. RXN SMILES: [BrH:28].[CH2:1]([O:2][c:9]1[c:10]([CH2:17][CH2:18][CH:19]([CH2:20][OH:21])[OH:22])[cH:11][cH:12][cH:13][c:14]1[O:15][CH3:16])[c:3]1[cH:4][cH:5][cH:6][cH:7][cH:8]1.[CH3:25][CH2:26][OH:27].[CH3:29][OH:30].[Na+:24].[OH-:23].[OH2:31]>>[c:9]12[c:10]([cH:11][cH:12][cH:13][c:14]1[O:15][CH3:16])[CH2:17][CH2:18][CH:19]([CH2:20][OH:21])[O:22]2. Reactants: ClC1=NC(=NC(=C1)C(F)(F)F)C1=CC=NC=C1 (4-chloro-2-(4-pyridinyl)-6-(trifluoromethyl)pyrimidine), NC=1C=C(C=CC1)O (3-aminophenol). The product is Cl.OC=1C=C(NC2=NC(=NC(=C2)C(F)(F)F)C2=CC=NC=C2)C=CC1 (4-(3-Hydroxyanilino)-2-(4-pyridinyl)-6-(trifluoromethyl)pyrimidine hydrochloride), solid. Yield: 52.0%. RXN SMILES: [Cl:1][C:2]1[CH:7]=[C:6]([C:8]([F:11])([F:10])[F:9])[N:5]=[C:4]([C:12]2[CH:17]=[CH:16][N:15]=[CH:14][CH:13]=2)[N:3]=1.[NH2:18][C:19]1[CH:20]=[C:21]([OH:25])[CH:22]=[CH:23][CH:24]=1>>[ClH:1].[OH:25][C:21]1[CH:20]=[C:19]([CH:24]=[CH:23][CH:22]=1)[NH:18][C:2]1[CH:7]=[C:6]([C:8]([F:11])([F:10])[F:9])[N:5]=[C:4]([C:12]2[CH:17]=[CH:16][N:15]=[CH:14][CH:13]=2)[N:3]=1 |f:2.3|. Procedure: The title compound was prepared from a mixture of 4-chloro-2-(4-pyridinyl)-6-(trifluoromethyl)pyrimidine (50 mg, 0.193 mmol), 3-aminophenol (32 mg, 0.290 mmol) similar to Example 97 and isolated as a yellow solid (37 mg, 52%). 1H NMR (DMSO-d6): 10.51 (s, 1H), 8.98 (d, J=6.0 Hz, 2H), 8.54 (d, J=6.6 Hz, 2H), 7.32–7.21 (m, 5H), 6.61–6.57 (m, 1H). Reactants: C(C1=CC=CC=C1)(=O)OC1=CC(=C(C(=C1)Cl)O)Cl (4-benzoyloxy-2,6-dichlorophenol), ClC1=C(CCl)C=CC=C1 (2-chlorobenzyl chloride), C([O-])([O-])=O.[K+].[K+] (potassium carbonate). Solvent: ice water, CN(C=O)C (N,N-dimethylformamide). Reaction conditions: temperature 80 celsius, time 6 hour. Yields the product C(C1=CC=CC=C1)(=O)OC1=CC(=C(C(=C1)Cl)OCC1=C(C=CC=C1)Cl)Cl (1-benzoyloxy-4-(2-chlorobenzyloxy)-3,5-dichlorobenzene). Isolated yield 87.9%. RXN SMILES: [C:1]([O:9][C:10]1[CH:15]=[C:14]([Cl:16])[C:13]([OH:17])=[C:12]([Cl:18])[CH:11]=1)(=[O:8])[C:2]1[CH:7]=[CH:6][CH:5]=[CH:4][CH:3]=1.[Cl:19][C:20]1[CH:27]=[CH:26][CH:25]=[CH:24][C:21]=1[CH2:22]Cl.C(=O)([O-])[O-].[K+].[K+]>CN(C)C=O>[C:1]([O:9][C:10]1[CH:11]=[C:12]([Cl:18])[C:13]([O:17][CH2:22][C:21]2[CH:24]=[CH:25][CH:26]=[CH:27][C:20]=2[Cl:19])=[C:14]([Cl:16])[CH:15]=1)(=[O:8])[C:2]1[CH:3]=[CH:4][CH:5]=[CH:6][CH:7]=1 |f:2.3.4|. Procedure details: A mixture of 2.27 g of 4-benzoyloxy-2,6-dichlorophenol, 1.29 g of 2-chlorobenzyl chloride, 1.21 g of potassium carbonate and 50 ml of N,N-dimethylformamide was stirred at 80° C. for 6 hours. The reaction mixture was cooled to room temperature, poured in ice water, and extracted twice with 50 ml of diethyl ether. The combined ether layer was washed with water, and dried with anhydrous magnesium sulfate, followed by removal of the solvent by distillation under reduced pressure. The residue was sub... Isolated yield 20.7%. Reported procedure: To a cold (0° C.) suspension of N-(3-(trifluoromethyl)phenyl)-N'-(2-methoxy-5-(phenylamino)phenyl) urea (1.00 g, 2.5 mmol) in dichloromethane (50 ml), boron tribromide (0.48 ml, 5.1 mmol) was added. After the addition of boron tribromide the ice bath was removed and the reaction mixture was stirred for 3 hours at RT. The reaction was poured on ice (10 ml) and 1M sodium bicarbonate (50 ml) was added. The aqueous phase was extracted with ethyl acetate (50 ml) and the organic phase dried over magne... Yields the product FC(C=1C=C(C=CC1)NC(=O)NC1=C(C=CC(=C1)NC1=CC=CC=C1)O)(F)F (N-(3-(trifluoromethyl)phenyl)-N'-(2-hydroxy-5-(phenylamino)phenyl) urea). Reaction SMILES: [F:1][C:2]([F:29])([F:28])[C:3]1[CH:4]=[C:5]([NH:9][C:10]([NH:12][C:13]2[CH:18]=[C:17]([NH:19][C:20]3[CH:25]=[CH:24][CH:23]=[CH:22][CH:21]=3)[CH:16]=[CH:15][C:14]=2[O:26]C)=[O:11])[CH:6]=[CH:7][CH:8]=1.B(Br)(Br)Br>ClCCl>[F:1][C:2]([F:28])([F:29])[C:3]1[CH:4]=[C:5]([NH:9][C:10]([NH:12][C:13]2[CH:18]=[C:17]([NH:19][C:20]3[CH:25]=[CH:24][CH:23]=[CH:22][CH:21]=3)[CH:16]=[CH:15][C:14]=2[OH:26])=[O:11])[CH:6]=[CH:7][CH:8]=1. Conditions: time 3 hour. Solvent: ClCCl (dichloromethane). Reactants: FC(C=1C=C(C=CC1)NC(=O)NC1=C(C=CC(=C1)NC1=CC=CC=C1)OC)(F)F (N-(3-(trifluoromethyl)phenyl)-N'-(2-methoxy-5-(phenylamino)phenyl) urea), B(Br)(Br)Br (boron tribromide), B(Br)(Br)Br (boron tribromide), ice.